This data is from the Open Reaction Database (ORD), a public repository of structured organic reaction records. The task is: describe an organic reaction: reactants, conditions, products, and yield RXN SMILES: [C:32]([O:33][CH2:34][CH3:35])(=[O:36])[CH3:37].[CH2:43]([Cl:44])[Cl:45].[CH3:15][C:16]([CH3:17])([O-:18])[CH3:19].[CH3:1][N:2]1[C:3](=[O:14])[CH2:4][NH:5][C:6](=[O:13])[c:7]2[c:8]1[cH:9][cH:10][cH:11][cH:12]2.[CH3:26][CH2:27][CH2:28][CH2:29][CH2:30][CH3:31].[CH3:38][N:39]([CH3:40])[CH:41]=[O:42].[I:21][CH2:22][CH2:23][CH2:24][CH3:25].[K+:20]>>[CH3:1][N:2]1[C:3](=[O:14])[CH2:4][N:5]([CH2:22][CH2:23][CH2:24][CH3:25])[C:6](=[O:13])[c:7]2[c:8]1[cH:9][cH:10][cH:11][cH:12]2. Product: CCCCN1CC(=O)N(C)c2ccccc2C1=O. Starting materials: CCOC(C)=O, ClCCl, CC(C)(C)[O-], CN1C(=O)CNC(=O)c2ccccc21, CCCCCC, CN(C)C=O, CCCCI, [K+]. Reactants: CC1=C2CCNC2=CC=C1[N+](=O)[O-] (4-methyl-5-nitroindoline), ClC=1C(C(=C(C(C1Cl)=O)C#N)C#N)=O (2,3-dichloro-5,6-dicyano-1,4-benzoquinone). Run in CO (methanol). Reaction conditions: time 1 hour. The product is CC1=C2C=CNC2=CC=C1[N+](=O)[O-] (4-Methyl-5-nitroindole). The yield is 88.1%. As a reaction SMILES: [CH3:1][C:2]1[C:10]([N+:11]([O-:13])=[O:12])=[CH:9][CH:8]=[C:7]2[C:3]=1[CH2:4][CH2:5][NH:6]2.ClC1C(=O)C(C#N)=C(C#N)C(=O)C=1Cl>CO>[CH3:1][C:2]1[C:10]([N+:11]([O-:13])=[O:12])=[CH:9][CH:8]=[C:7]2[C:3]=1[CH:4]=[CH:5][NH:6]2. Procedure: To a suspension of 4-methyl-5-nitroindoline (4.767 g, 0.0268 mol) in 100 mL of methanol was added 2,3-dichloro-5,6-dicyano-1,4-benzoquinone (6.697 g, 0.0295 mol) all at once and the resulting mixture was stirred at room temperature for 1 h. The reaction mixture was then evaporated and the residue was taken up in dichloromethane. This solution was then washed with saturated aqueous NaHCO3 (×4), dried (Na2SO4) and evaporated to give a solid. Crystallization of this material from ethyl acetate-hexa... The reactants are COC(=O)C1N(CC(C1)I)C(=O)OC(C)(C)C (4-iodo-pyrrolidine-1,2-dicarboxylic acid 1-tert-butyl ester 2-methyl ester), [N-]=[N+]=[N-].[Na+] (NaN3). Run in O (water), CN(C)C=O (DMF). Run at time 8 hour. Product: COC(=O)[C@H]1N(C[C@@H](C1)N=[N+]=[N-])C(=O)OC(C)(C)C ((2S,4R)-4-Azido-pyrrolidine-1,2-dicarboxylic acid 1-tert-butyl ester 2-methyl ester). The yield is 91.4%. As a reaction SMILES: [CH3:1][O:2][C:3]([CH:5]1[CH2:9][CH:8](I)[CH2:7][N:6]1[C:11]([O:13][C:14]([CH3:17])([CH3:16])[CH3:15])=[O:12])=[O:4].[N-:18]=[N+:19]=[N-:20].[Na+]>CN(C=O)C.O>[CH3:1][O:2][C:3]([C@@H:5]1[CH2:9][C@@H:8]([N:18]=[N+:19]=[N-:20])[CH2:7][N:6]1[C:11]([O:13][C:14]([CH3:17])([CH3:16])[CH3:15])=[O:12])=[O:4] |f:1.2|. Procedure details: To a solution of 4-iodo-pyrrolidine-1,2-dicarboxylic acid 1-tert-butyl ester 2-methyl ester (20 mmol, 1 equiv) in DMF was added NaN3 (2.5 equiv, 50 mmol), the resulting mixture was heated to 65 centigrade and stirred overnight. The mixture was diluted with water, extracted with AcOEt and dried over Na2SO4. After removal of solvent, the residue was purified by chromatography on silica gel to give title product (4.94 g) as colorless oil in 90% yield. MS m/e=271.5 [M+H]+. Starting materials: [BH4-].[Na+] (sodium borohydride), C(C)O (ethanol), C(#N)C1C(C2=CC(=C(C=C2C1)OC)OC)=O (2-Cyano-5,6-dimethoxy-indan-1-one), C(C)O (ethanol), ClCCl (dichloromethane). Solvent: O (water). Yields the product OC1(CC2=CC(=C(C=C2C1)OC)OC)C#N (2-hydroxy-5,6-dimethoxyindane-2-carbonitrile). RXN SMILES: [C:1]([CH:3]1[CH2:11][C:10]2[C:5](=[CH:6][C:7]([O:14][CH3:15])=[C:8]([O:12][CH3:13])[CH:9]=2)[C:4]1=O)#[N:2].[BH4-].[Na+].ClCCl.C([OH:24])C>O>[OH:24][C:3]1([C:1]#[N:2])[CH2:11][C:10]2[C:5](=[CH:6][C:7]([O:14][CH3:15])=[C:8]([O:12][CH3:13])[CH:9]=2)[CH2:4]1 |f:1.2|. Procedure details: 2-Cyano-5,6-dimethoxy-indan-1-one (18.2 g) was suspended in ethanol (360 ml) under an atmosphere of nitrogen and treated with a solution of sodium borohydride (6.57 g) in water (25 ml) and ethanol (36 ml). After 11/2 hours dichloromethane (200 ml) was added. After a further 30 minutes the excess sodium borohydride was destroyed by the dropwise addition of acetic acid (2 ml) in dichloromethane (10 ml). The inorganic salts were filtered off and the filtrate was concentrated under reduced pressure ... Starting materials: CN1CC[C@@]23C=C[C@@H](C[C@@H]2OC4=C(C=CC(=C34)C1)OC)O ((−)−galanthamine), CN1CC[C@@]23C=CC(=O)C[C@@H]2OC=4C3=C(C=CC4OC)C1 (narwedine). Product: OC=1C=C(CN(C)CCC2=CC=C(C=C2)O)C=CC1OC (N-(3-hydroxy-4-methoxy-benzyl)-N-methyl-2-(4-hydroxyphenyl)-ethylamine). Reaction SMILES: [CH3:1][N:2]1[CH2:18][C:16]2=[C:17]3[C:12](=[C:13]([O:19][CH3:20])[CH:14]=[CH:15]2)[O:11][C@@H:10]2[C@:5]3([CH:6]=[CH:7][C@H:8]([OH:21])[CH2:9]2)[CH2:4][CH2:3]1.CN1CC2C=CC(OC)=C3C=2[C@]2([C@@H](O3)CC(=O)C=C2)CC1>>[OH:11][C:12]1[CH:17]=[C:16]([CH:15]=[CH:14][C:13]=1[O:19][CH3:20])[CH2:18][N:2]([CH2:3][CH2:4][C:5]1[CH:10]=[CH:9][C:8]([OH:21])=[CH:7][CH:6]=1)[CH3:1]. Procedure: Barton and Kirby, J. Chem. Soc. (1962) 806, disclose the first synthetic route to (−)−galanthamine from racemic narwedine which had been prepared in very low yield from N-(3-hydroxy-4-methoxy-benzyl)-N-methyl-2-(4-hydroxyphenyl)-ethylamine. They found that (−)−narwedine crystallised preferentially when (+)−galanthamine or a mixture of (+)−galanthamine and (+)−epigalanthamine was present, and used this to resolve racemic narwedine. Conditions: time 2 hour. Reaction SMILES: [Cl:1][C:2]1[CH:3]=[C:4]([CH3:9])[C:5]([CH3:8])=[CH:6][CH:7]=1.[CH2:10]([C:12]([CH3:19])([C:16](Cl)=[O:17])[C:13](Cl)=[O:14])[CH3:11].[Al+3].[Cl-].[Cl-].[Cl-]>ClCCl>[Cl:1][C:2]1[CH:3]=[C:4]([CH3:9])[C:5]([CH3:8])=[C:6]2[C:7]=1[C:16](=[O:17])[C:12]([CH2:10][CH3:11])([CH3:19])[C:13]2=[O:14] |f:2.3.4.5|. Run in ClCCl (dichloromethane). Reactants: ClC=1C=C(C(=CC1)C)C (4-chloro-o-xylene), C(C)C(C(=O)Cl)(C(=O)Cl)C (ethylmethylmalonyl chloride), [Al+3].[Cl-].[Cl-].[Cl-] (AlCl3). Isolated yield 50.0%. Procedure: To a mixture of 28 ml of 4-chloro-o-xylene and 37.6 g of ethylmethylmalonyl chloride in 300 ml of dry dichloromethane was added slowly 26.7 g of AlCl3 under the current of nitrogen gas at -10° C. The reaction mixture was stirred at room temperature for 2 hours, quenched with 200 g of ice, and separated the organic layer. The aqueous layer was extracted with dichloromethane. The combined organic layer was dried over anhydrous magnesium sulfate, filtered and evaporated under reduced pressure. The ... Yields the product ClC=1C=C(C(=C2C(C(C(C12)=O)(C)CC)=O)C)C (7-Chloro-2-ethyl-2,4,5-trimethylindan-1,3-dione). Reactants: C(C)(C)(C)[SiH2]OC(C=1C=C(C#N)C=C(C1)COC)(C)C (3-(tert-butyl-dimethyl-silanyloxymethyl)-5-methoxymethyl-benzonitrile), [F-].C(CCC)[N+](CCCC)(CCCC)CCCC (tetrabutylammonium fluoride). Solvent: O1CCCC1 (tetrahydrofuran). Conditions: time 2 hour. Product: OCC=1C=C(C#N)C=C(C1)COC (3-hydroxymethyl-5-methoxymethyl-benzonitrile). Isolated yield 83.7%. Reaction SMILES: C([SiH2][O:6][C:7](C)(C)[C:8]1[CH:9]=[C:10]([CH:13]=[C:14]([CH2:16][O:17][CH3:18])[CH:15]=1)[C:11]#[N:12])(C)(C)C.[F-].C([N+](CCCC)(CCCC)CCCC)CCC>O1CCCC1>[OH:6][CH2:7][C:8]1[CH:9]=[C:10]([CH:13]=[C:14]([CH2:16][O:17][CH3:18])[CH:15]=1)[C:11]#[N:12] |f:1.2|. Procedure: To a solution of 3-(tert-butyl-dimethyl-silanyloxymethyl)-5-methoxymethyl-benzonitrile (1.402 g, 4.810 mmol) in tetrahydrofuran (10 mL) at room temperature was added tetrabutylammonium fluoride (5.051 mL, 5.051 mmol, 1 M in tetrahydrofuran). The reaction mixture was stirred at room temperature for 2 h then concentrated in vacuo. Purification of the residue by flash chromatography (Biotage system, KP-Sil™ 32-63 μm, 60 Å silica gel) eluting with 40% ethyl acetate in hexanes yielded 3-hydroxymethyl... Reactants: C(C)N(CCC1=CC=C(C=C1)O)C1=C(C=CC(=C1)OC)C1CC2=CC=C(C=C2CC1)OC (4-{2-{ethyl[5-methoxy-2-(6-methoxy-1,2,3,4-tetrahydronaphthalen-2-yl)phenyl]amino}ethyl}phenol), Cl.ClCCN1CCCC1 (1-(2-chloroethyl)pyrrolidine hydrochloride). Product: C(C)N(CCC1=CC=C(C=C1)OCCN1CCCC1)C1=C(C=CC(=C1)OC)C1CC2=CC=C(C=C2CC1)OC (Ethyl[5-methoxy-2-(6-methoxy-1,2,3,4-tetrahydronaphthalen-2-yl)phenyl]{2-[4-(2-pyrrolidin-1-ylethoxy)phenyl]ethyl}amine). Isolated yield 84.9%. As a reaction SMILES: [CH2:1]([N:3]([C:13]1[CH:18]=[C:17]([O:19][CH3:20])[CH:16]=[CH:15][C:14]=1[CH:21]1[CH2:30][CH2:29][C:28]2[C:23](=[CH:24][CH:25]=[C:26]([O:31][CH3:32])[CH:27]=2)[CH2:22]1)[CH2:4][CH2:5][C:6]1[CH:11]=[CH:10][C:9]([OH:12])=[CH:8][CH:7]=1)[CH3:2].Cl.Cl[CH2:35][CH2:36][N:37]1[CH2:41][CH2:40][CH2:39][CH2:38]1>>[CH2:1]([N:3]([C:13]1[CH:18]=[C:17]([O:19][CH3:20])[CH:16]=[CH:15][C:14]=1[CH:21]1[CH2:30][CH2:29][C:28]2[C:23](=[CH:24][CH:25]=[C:26]([O:31][CH3:32])[CH:27]=2)[CH2:22]1)[CH2:4][CH2:5][C:6]1[CH:11]=[CH:10][C:9]([O:12][CH2:35][CH2:36][N:37]2[CH2:41][CH2:40][CH2:39][CH2:38]2)=[CH:8][CH:7]=1)[CH3:2] |f:1.2|. Procedure details: Synthesized from 4-{2-{ethyl[5-methoxy-2-(6-methoxy-1,2,3,4-tetrahydronaphthalen-2-yl)phenyl]amino}ethyl}phenol (302 mg) and 1-(2-chloroethyl)pyrrolidine hydrochloride (155 mg) according to an analogous synthetic method to Preparation Example 40, the title compound (314 mg) was obtained. Starting materials: B, [NH4+], [Na+], C1CCOC1, O=C(O)c1cccnc1Oc1ccccc1, C1CCOC1, [OH-]. Yields the product OCc1cccnc1Oc1ccccc1. As a reaction SMILES: [BH3:29].[NH4+:30].[Na+:18].[O:19]1[CH2:20][CH2:21][CH2:22][CH2:23]1.[O:1]([c:2]1[cH:3][cH:4][cH:5][cH:6][cH:7]1)[c:8]1[c:9]([C:10](=[O:11])[OH:12])[cH:13][cH:14][cH:15][n:16]1.[O:24]1[CH2:25][CH2:26][CH2:27][CH2:28]1.[OH-:17]>>[O:1]([c:2]1[cH:3][cH:4][cH:5][cH:6][cH:7]1)[c:8]1[c:9]([CH2:10][OH:11])[cH:13][cH:14][cH:15][n:16]1. The reactants are BrC1=CC=C(C(=N1)OC)N1C=NC(=C1)C (6-bromo-2-methoxy-3-(4-methyl-1H-imidazol-1-yl)pyridine), CN(C)C=O (DMF). Reagents/catalysts: [C-]#N.[Zn+2].[C-]#N (zinc cyanide), C=1C=CC(=CC1)[P](C=2C=CC=CC2)(C=3C=CC=CC3)[Pd]([P](C=4C=CC=CC4)(C=5C=CC=CC5)C=6C=CC=CC6)([P](C=7C=CC=CC7)(C=8C=CC=CC8)C=9C=CC=CC9)[P](C=1C=CC=CC1)(C=1C=CC=CC1)C=1C=CC=CC1 (tetrakis(triphenylphosphine)palladium(0)). The solvent is C(C)(=O)OCC (ethyl acetate), N (ammonia). Reaction conditions: temperature 120 celsius, time 2 hour. The product is COC1=C(C=CC(=N1)C#N)N1C=NC(=C1)C (6-methoxy-5-(4-methyl-1H-imidazol-1-yl)pyridine-2-carbonitrile). As a reaction SMILES: Br[C:2]1[N:7]=[C:6]([O:8][CH3:9])[C:5]([N:10]2[CH:14]=[C:13]([CH3:15])[N:12]=[CH:11]2)=[CH:4][CH:3]=1.[CH3:16][N:17](C=O)C>C(OCC)(=O)C.N.[C-]#N.[Zn+2].[C-]#N.C1C=CC([P]([Pd]([P](C2C=CC=CC=2)(C2C=CC=CC=2)C2C=CC=CC=2)([P](C2C=CC=CC=2)(C2C=CC=CC=2)C2C=CC=CC=2)[P](C2C=CC=CC=2)(C2C=CC=CC=2)C2C=CC=CC=2)(C2C=CC=CC=2)C2C=CC=CC=2)=CC=1>[CH3:9][O:8][C:6]1[N:7]=[C:2]([C:16]#[N:17])[CH:3]=[CH:4][C:5]=1[N:10]1[CH:14]=[C:13]([CH3:15])[N:12]=[CH:11]1 |f:4.5.6,^1:36,38,57,76|. Procedure: Under a nitrogen atmosphere, to a mixture of 6-bromo-2-methoxy-3-(4-methyl-1H-imidazol-1-yl)pyridine (25 g) and zinc cyanide (16.4 g) in DMF (250 mL) was added tetrakis(triphenylphosphine)palladium(0) (2.16 g) at room temperature, and the mixture was stirred at 120° C. for 2 hr. The reaction mixture was allowed to cool to room temperature, and diluted with ethyl acetate and 10% aqueous ammonia solution. The precipitate was collected by filtration, washed with ethyl acetate and dried to give the ...